Dataset: the Open Reaction Database (ORD), a public repository of structured organic reaction records. Task: describe an organic reaction: reactants, conditions, products, and yield Reactants: CCCCN=C=O, COc1cc2ncnc(N3CCC(CN)CC3)c2cc1OC, ClC(Cl)Cl, Cl. Product: CCCCNC(=O)NCC1CCN(c2ncnc3cc(OC)c(OC)cc23)CC1. RXN SMILES: [CH2:1]([CH2:2][CH2:3][CH3:4])[N:5]=[C:6]=[O:7].[CH3:8][O:9][c:10]1[cH:11][c:12]2[c:13]([N:22]3[CH2:23][CH2:24][CH:25]([CH2:28][NH2:29])[CH2:26][CH2:27]3)[n:14][cH:15][n:16][c:17]2[cH:18][c:19]1[O:20][CH3:21].[CH:31]([Cl:32])([Cl:33])[Cl:34].[ClH:30]>>[CH2:1]([CH2:2][CH2:3][CH3:4])[NH:5][C:6](=[O:7])[NH:29][CH2:28][CH:25]1[CH2:24][CH2:23][N:22]([c:13]2[c:12]3[cH:11][c:10]([O:9][CH3:8])[c:19]([O:20][CH3:21])[cH:18][c:17]3[n:16][cH:15][n:14]2)[CH2:27][CH2:26]1. The reactants are C1(=CC=CC=C1)C(=CCN1CCN(CC1)C1=CC=C(C#N)C=C1)C1=CC=CC=C1 (4-(4-(3,3-diphenyl-2-propenyl)-1-piperazinyl)benzonitrile), [Li+].C[Si](C)(C)[N-][Si](C)(C)C (LiHMDS). The solvent is O1CCCC1 (tetrahydrofuran). Run at time 16 hour. The product is C1(=CC=CC=C1)C(=CCN1CCN(CC1)C1=CC=C(C=C1)C(N)=N)C1=CC=CC=C1 (4-(4-(3,3-diphenyl-2-propenyl)-1-piperazinyl)benzenecarboximidamide). Isolated yield 83.4%. As a reaction SMILES: [C:1]1([C:7]([C:24]2[CH:29]=[CH:28][CH:27]=[CH:26][CH:25]=2)=[CH:8][CH2:9][N:10]2[CH2:15][CH2:14][N:13]([C:16]3[CH:23]=[CH:22][C:19]([C:20]#[N:21])=[CH:18][CH:17]=3)[CH2:12][CH2:11]2)[CH:6]=[CH:5][CH:4]=[CH:3][CH:2]=1.[Li+].C[Si]([N-:35][Si](C)(C)C)(C)C>O1CCCC1>[C:24]1([C:7]([C:1]2[CH:2]=[CH:3][CH:4]=[CH:5][CH:6]=2)=[CH:8][CH2:9][N:10]2[CH2:11][CH2:12][N:13]([C:16]3[CH:17]=[CH:18][C:19]([C:20](=[NH:35])[NH2:21])=[CH:22][CH:23]=3)[CH2:14][CH2:15]2)[CH:29]=[CH:28][CH:27]=[CH:26][CH:25]=1 |f:1.2|. Reported procedure: A solution of EXAMPLE 12A (0.515 g, 1.36 mmol) in dry tetrahydrofuran (6 mL) was treated dropwise with LiHMDS (1M, 6.8 mL, 6.8 mmol), stirred for 16 hours, quenched with 1N HCl (8 mL), and filtered. The filter cake was collected to provide the desired product (0.45 g, 71%) that was used without further purification. MS (CI) m/e 397 (M+H)+.